This data is from the Open Reaction Database (ORD), a public repository of structured organic reaction records. The task is: describe an organic reaction: reactants, conditions, products, and yield Run in C(C)#N (acetonitrile). Procedure: 10 ml of hexyl alcohol and 50 ml of acetonitrile were placed in a 1 l three-necked flask, and 12.8 g of phosphorus oxychloride was dropwisely added thereto under cooling with ice while stirring. Thereafter, 9.5 g of SnCl2.2H2O was added to the reaction mixture at room temperature. Then, 7.5 g of 8-methoxy-1,4-naphthoquinone was added to the reaction mixture at room temperature. The reaction mixture was refluxed for 2 hours on steam bath. The reaction mixture was poured into 1.2 l of diluted hydr... Reactants: COC=1C=CC=C2C(C=CC(C12)=O)=O (8-methoxy-1,4-naphthoquinone), C(CCCCC)O (hexyl alcohol), P(=O)(Cl)(Cl)Cl (phosphorus oxychloride), O.O.Cl[Sn]Cl (SnCl2.2H2O), Cl (hydrochloric acid). Reaction SMILES: [CH2:1]([OH:7])[CH2:2][CH2:3][CH2:4][CH2:5][CH3:6].P(Cl)(Cl)(Cl)=O.O.O.Cl[Sn]Cl.[CH3:18][O:19][C:20]1[CH:21]=[CH:22][CH:23]=[C:24]2[C:29]=1[C:28](=[O:30])[CH:27]=[CH:26][C:25]2=O.Cl>C(#N)C>[CH2:1]([O:7][C:25]1[C:24]2[C:29](=[C:20]([O:19][CH3:18])[CH:21]=[CH:22][CH:23]=2)[C:28]([OH:30])=[CH:27][CH:26]=1)[CH2:2][CH2:3][CH2:4][CH2:5][CH3:6] |f:2.3.4|. Product: C(CCCCC)OC1=CC=C(C2=C(C=CC=C12)OC)O (4-Hexyloxy-8-methoxy-1-naphthol). Starting materials: BrC=1C=C(C(N(C1)C)=O)N(C(OC(C)(C)C)=O)CC (tert-butyl N-(5-bromo-1-methyl-2-oxopyridin-3-yl)-N-ethylcarbamate), Cl.O1CCOCC1 (HCl dioxane). Solvent: C(Cl)Cl (DCM). Run at temperature 30 celsius. Product: BrC=1C=C(C(N(C1)C)=O)NCC (5-bromo-3-(ethylamino)-1-methylpyridin-2-one). Isolated yield 66.6%. As a reaction SMILES: [Br:1][C:2]1[CH:3]=[C:4]([N:10]([CH2:18][CH3:19])C(=O)OC(C)(C)C)[C:5](=[O:9])[N:6]([CH3:8])[CH:7]=1.Cl.O1CCOCC1>C(Cl)Cl>[Br:1][C:2]1[CH:3]=[C:4]([NH:10][CH2:18][CH3:19])[C:5](=[O:9])[N:6]([CH3:8])[CH:7]=1 |f:1.2|. Reported procedure: To a solution of tert-butyl N-(5-bromo-1-methyl-2-oxopyridin-3-yl)-N-ethylcarbamate (99.0 mg, crude) in DCM (10 mL) was added HCl/dioxane (1 mL, 4 M) dropwise with stirring at 30° C. The reaction mixture was stirred for 30 min at 30° C. Then the mixture was filtered and the filter cake collected. The filtrate was adjusted to pH=9 with saturated aqueous NaHCO3, extracted with EA (20 mL), dried over Na2SO4, filtered and concentrated to give a light green solid which is combined with the filter cak... The reactants are C(OC)(OC)OC (trimethyl orthoformate), CC=1C(C(CC(C1)=O)(C(F)(F)F)C)=O (2,6-Dimethyl-6-(trifluoromethyl)cyclohex-2-ene-1,4-dione), O (water), C1(=CC=CC=C1)C (toluene). The reagents and catalysts are C1(=CC=C(C=C1)S(=O)(=O)O)C (p-toluenesulfonic acid). Solvent: CC(C(C)O)O (2,3-butanediol). Run at temperature 50 celsius, time 6 hour. Product: CC1OC2(OC1C)C=C(C(C(C2)(C(F)(F)F)C)=O)C (2,3,7,9-tetramethyl-9-(trifluoromethyl)-1,4-dioxaspiro[4.5]dec-6-en-8-one). Isolated yield 98.0%. RXN SMILES: [CH3:1][C:2]1[C:3](=[O:14])[C:4]([CH3:13])([C:9]([F:12])([F:11])[F:10])[CH2:5][C:6](=[O:8])[CH:7]=1.C(OC)(OC)[O:16]C.O.[C:23]1(C)C=C[CH:26]=[CH:25][CH:24]=1>CC(O)C(O)C.C1(C)C=CC(S(O)(=O)=O)=CC=1>[CH3:23][CH:24]1[CH:25]([CH3:26])[O:16][C:6]2([CH2:5][C:4]([CH3:13])([C:9]([F:10])([F:11])[F:12])[C:3](=[O:14])[C:2]([CH3:1])=[CH:7]2)[O:8]1. Procedure details: Acetylmethylenetriphenylphosphorane (12.91 g, 40.57 mmol) was dissolved in a mixture of diethyl ether (30 ml) and dichloromethane (10 ml) and stirred for 5 min, then 1,1,1-trifluoroacetone (5.00 g, 44.62 mmol) was added and the mixture was stirred at room temperature for 40 h. The precipitate formed was filtered off, the filter cake was washed with diethyl ether and the combined organic phases were concentrated cautiously under slightly reduced pressure. The crude solution of (3Z)-5,5,5-trifluor... Starting materials: CC#N, O=C(O)C(F)(F)S(=O)(=O)F, [Na+], [Na+], O=S(=O)([O-])[O-], O=[N+]([O-])c1ccc(O)nc1. Yields the product O=[N+]([O-])c1ccc(OC(F)F)nc1. RXN SMILES: [CH3:28][C:29]#[N:30].[F:18][C:19]([S:20]([F:21])(=[O:22])=[O:23])([C:24]([OH:25])=[O:26])[F:27].[Na+:11].[Na+:12].[O-:13][S:14](=[O:15])(=[O:16])[O-:17].[OH:1][c:2]1[n:3][cH:4][c:5]([N+:8](=[O:9])[O-:10])[cH:6][cH:7]1>>[O:1]([c:2]1[n:3][cH:4][c:5]([N+:8](=[O:9])[O-:10])[cH:6][cH:7]1)[CH:19]([F:18])[F:27]. Starting materials: CC1=C(CO)C=CC=C1[N+](=O)[O-] (2-methyl-3-nitrobenzyl alcohol), [OH-].[K+] (potassium hydroxide), Cl (hydrochloric acid). The reagents and catalysts are [Fe] (iron). The solvent is C(C)O (ethanol). Reaction conditions: time 16 hour. The product is CC1=C(C=CC=C1CO)C1=CC=CC=C1 (2-Methyl[1,1'-biphenyl]-3-methanol), Cl.OCC=1C(=C(N)C=CC1)C (3-hydroxymethyl-2-methylaniline hydrochloride). RXN SMILES: [CH3:1][C:2]1[C:9]([N+:10]([O-])=O)=[CH:8][CH:7]=[CH:6][C:3]=1[CH2:4][OH:5].[ClH:13].[OH-].[K+]>[Fe].C(O)C>[CH3:1][C:2]1[C:3]([CH2:4][OH:5])=[CH:6][CH:7]=[CH:8][C:9]=1[C:2]1[CH:9]=[CH:8][CH:7]=[CH:6][CH:3]=1.[ClH:13].[OH:5][CH2:4][C:3]1[C:2]([CH3:1])=[C:9]([CH:8]=[CH:7][CH:6]=1)[NH2:10] |f:2.3,7.8|. Reported procedure: 2-Methyl[1,1'-biphenyl]-3-methanol was prepared as follows: To 100 ml of stirred 50% aqueous ethanol was added 2-methyl-3-nitrobenzyl alcohol (41.8 g, 0.25 mole) and 85.0 grams of iron powder. The mixture was brought to reflux, and 5.2 ml of concentrated hydrochloric acid was slowly added. Upon complete addition, the reaction mixture was stirred under reflux for 2 hours. The reaction mixture was then made just basic with ethanolic 15% potassium hydroxide. The hot mixture was filtered through dia...